Dataset: the Open Reaction Database (ORD), a public repository of structured organic reaction records. Task: describe an organic reaction: reactants, conditions, products, and yield Reactants: O=C([O-])[O-], CC[N+](CC)(CC)CC, Cc1cccc(C)c1N, [Cl-], ClCC1COCO1, [K+], [K+]. Yields the product Cc1cccc(C)c1NCC1COCO1. RXN SMILES: [C:17](=[O:18])([O-:19])[O-:20].[CH2:24]([N+:25]([CH2:26][CH3:27])([CH2:28][CH3:29])[CH2:30][CH3:31])[CH3:32].[CH3:1][c:2]1[cH:3][cH:4][cH:5][c:6]([CH3:7])[c:8]1[NH2:9].[Cl-:23].[Cl:10][CH2:11][CH:12]1[CH2:13][O:14][CH2:15][O:16]1.[K+:21].[K+:22]>>[CH3:1][c:2]1[cH:3][cH:4][cH:5][c:6]([CH3:7])[c:8]1[NH:9][CH2:11][CH:12]1[CH2:13][O:14][CH2:15][O:16]1. The reactants are FC1=CC(=C(C(=O)Cl)C=C1)C(F)(F)F (4-fluoro-2-(trifluoromethyl)benzoyl chloride), ClC1=NC=C(C=C1)C#N (2-chloro-5-(cyano)pyridine), ClC1=C(C=CC(=C1)Cl)C1=NC(=NC=C1C=1NC=CN1)NCCNC1=NC=C(C=C1)[N+](=O)[O-] ([4-(2,4-dichlorophenyl)-5-imidazol-2-ylpyrimidin-2-yl]{2-[(5-nitro(2-pyridyl))amino]ethyl}amine). Product: FC1=CC(=C(C=C1)C1=NC(=NC=C1C=1NC=CN1)NCCNC1=CC=C(C=N1)C#N)C(F)(F)F (6-{[2-({4-[4-fluoro-2-(trifluoromethyl)phenyl]-5-imidazol-2-ylpyrimidin-2-yl}amino)ethyl]amino}pyridine-3-carbonitrile). Reaction SMILES: [F:1][C:2]1[CH:10]=[CH:9][C:5]([C:6](Cl)=O)=[C:4]([C:11]([F:14])([F:13])[F:12])[CH:3]=1.Cl[C:16]1[CH:21]=[CH:20][C:19]([C:22]#[N:23])=[CH:18][N:17]=1.ClC1C=C(Cl)C=CC=1C1[C:37]([C:38]2[NH:39][CH:40]=[CH:41][N:42]=2)=[CH:36][N:35]=[C:34]([NH:43][CH2:44][CH2:45][NH:46]C2C=CC([N+]([O-])=O)=CN=2)[N:33]=1>>[F:1][C:2]1[CH:10]=[CH:9][C:5]([C:6]2[C:37]([C:38]3[NH:39][CH:40]=[CH:41][N:42]=3)=[CH:36][N:35]=[C:34]([NH:43][CH2:44][CH2:45][NH:46][C:16]3[N:17]=[CH:18][C:19]([C:22]#[N:23])=[CH:20][CH:21]=3)[N:33]=2)=[C:4]([C:11]([F:14])([F:13])[F:12])[CH:3]=1. Reported procedure: 6-{[2-({4-[4-fluoro-2-(trifluoromethyl)phenyl]-5-imidazol-2-ylpyrimidin-2-yl}amino)ethyl]amino}pyridine-3-carbonitrile was prepared from 4-fluoro-2-(trifluoromethyl)benzoyl chloride and 2-chloro-5-(cyano)pyridine using the general method for [4-(2,4-dichlorophenyl)-5-imidazol-2-ylpyrimidin-2-yl]{2-[(5-nitro(2-pyridyl))amino]ethyl}amine.